This data is from the Open Reaction Database (ORD), a public repository of structured organic reaction records. The task is: describe an organic reaction: reactants, conditions, products, and yield Reactants: Cl (hydrochloric acid), CC(C)([O-])C.[K+] (Potassium t-butoxide), C(CCCCC)(=O)NC=1C=C2C(=CNC2=CC1)CC1=C(C=C(C(=O)OC)C=C1)OC (methyl 4-(5-hexanamidoindol-3- ylmethyl)-3-methoxybenzoate), C(C1=CC=CC=C1)Br (Benzyl bromide). Solvent: O1CCCC1 (tetrahydrofuran). Run at time 30 minute. Yields the product C(C1=CC=CC=C1)N1C=C(C2=CC(=CC=C12)NC(CCCCC)=O)CC1=C(C=C(C(=O)OC)C=C1)OC (Methyl 4-(1-benzyl-5-hexanamidoindol-3-ylmethyl)-3-methoxybenzoate). Yield: 22.1%. As a reaction SMILES: CC(C)([O-])C.[K+].[C:7]([NH:14][C:15]1[CH:16]=[C:17]2[C:21](=[CH:22][CH:23]=1)[NH:20][CH:19]=[C:18]2[CH2:24][C:25]1[CH:34]=[CH:33][C:28]([C:29]([O:31][CH3:32])=[O:30])=[CH:27][C:26]=1[O:35][CH3:36])(=[O:13])[CH2:8][CH2:9][CH2:10][CH2:11][CH3:12].[CH2:37](Br)[C:38]1[CH:43]=[CH:42][CH:41]=[CH:40][CH:39]=1.Cl>O1CCCC1>[CH2:37]([N:20]1[C:21]2[C:17](=[CH:16][C:15]([NH:14][C:7](=[O:13])[CH2:8][CH2:9][CH2:10][CH2:11][CH3:12])=[CH:23][CH:22]=2)[C:18]([CH2:24][C:25]2[CH:34]=[CH:33][C:28]([C:29]([O:31][CH3:32])=[O:30])=[CH:27][C:26]=2[O:35][CH3:36])=[CH:19]1)[C:38]1[CH:43]=[CH:42][CH:41]=[CH:40][CH:39]=1 |f:0.1|. Procedure details: Potassium t-butoxide (0.04 g.) was added to a stirred solution of methyl 4-(5-hexanamidoindol-3- ylmethyl)-3-methoxybenzoate (0.15 g.) in dry tetrahydrofuran (5 ml.), under an atmosphere of nitrogen. The resulting dark-green mixture was stirred for 30 minutes. Benzyl bromide (0.062 g.) was added, causing the color to change to light brown. After 1 hour, the mixture was poured into 1M hydrochloric acid (20 ml.). This mixture was extracted with ethyl acetate (2×25 ml.). The combined extracts were ... RXN SMILES: [CH2:59]([Cl:60])[Cl:61].[CH3:42][O:43][C:44]([c:45]1[cH:46][c:47]([CH2:51][n:52]2[cH:53][cH:54][c:55]([NH2:56])[n:57]2)[cH:48][cH:49][cH:50]1)=[O:58].[Cl:1][c:2]1[cH:3][c:4]([CH:12]([C:13](=[O:14])[NH:15][c:16]2[n:17][n:18]([CH3:21])[cH:19][cH:20]2)[CH2:22][CH:23]2[CH2:24][CH2:25][CH2:26][CH2:27]2)[cH:5][cH:6][c:7]1[S:8](=[O:9])(=[O:10])[CH3:11].[Cl:28][C:29]([C:30]([Cl:31])=[O:32])=[O:33].[n:34]1[c:35]([CH3:36])[cH:37][cH:38][cH:39][c:40]1[CH3:41]>>[Cl:1][c:2]1[cH:3][c:4]([CH:12]([C:13](=[O:14])[NH:15][c:16]2[n:17][n:18]([CH2:21][c:47]3[cH:46][c:45]([C:44]([O:43][CH3:42])=[O:58])[cH:50][cH:49][cH:48]3)[cH:19][cH:20]2)[CH2:22][CH:23]2[CH2:24][CH2:25][CH2:26][CH2:27]2)[cH:5][cH:6][c:7]1[S:8](=[O:9])(=[O:10])[CH3:11]. Product: COC(=O)c1cccc(Cn2ccc(NC(=O)C(CC3CCCC3)c3ccc(S(C)(=O)=O)c(Cl)c3)n2)c1. The reactants are ClCCl, COC(=O)c1cccc(Cn2ccc(N)n2)c1, Cn1ccc(NC(=O)C(CC2CCCC2)c2ccc(S(C)(=O)=O)c(Cl)c2)n1, O=C(Cl)C(=O)Cl, Cc1cccc(C)n1. The reactants are NC1=CC(=NC(=C1)C)C (4-Amino-2,6-dimethylpyridine), II (iodine), FC(C(=O)OI(OC(C(F)(F)F)=O)C1=CC=CC=C1)(F)F ([bis(trifluoroacetoxy)iodo]benzene), ClCCl (dichloromethane). Run in CO (MeOH). Conditions: time 16 hour. Product: ClC1=NC2=CC(=NC(=C2C=C1)C)C (2-chloro-5,7-dimethyl[1,6]naphthyridine). Yield: 21.2%. Reaction SMILES: [NH2:1][C:2]1[CH:7]=[C:6]([CH3:8])[N:5]=[C:4]([CH3:9])[CH:3]=1.II.FC(F)(F)C(OI([C:25]1[CH:30]=CC=C[CH:26]=1)OC(=O)C(F)(F)F)=O.[Cl:33]CCl>CO>[Cl:33][C:30]1[CH:25]=[CH:26][C:7]2[C:2](=[CH:3][C:4]([CH3:9])=[N:5][C:6]=2[CH3:8])[N:1]=1. Reported procedure: 4-Amino-2,6-dimethylpyridine (2.29 g, 18.7 mmol) was added to a solution of iodine (4.78 g, 18.8 mmol) and [bis(trifluoroacetoxy)iodo]benzene (8.1 g, 18.8 mmol) in dichloromethane (100 mL) and MeOH (30 mL). The mixture was stirred at room temperature for 16 hours. The reaction was quenched by addition of a mixture of saturated sodium metabisulphite solution (70 mL) and saturated sodium carbonate solution (300 mL). The organic phase was separated, washed with brine, and dried over sodium sulfate ... The reactants are CC(=CC(=O)N=C=S)C (3-methylbut-2-enoyl isothiocyanate), N1CCCC1 (pyrrolidine). Run in C1=CC=CC=C1 (benzene), C1=CC=CC=C1 (benzene). Conditions: time 30 minute. The product is N1(CCCC1)C(=S)NC(C=C(C)C)=O (3-methyl-but-2-enoic acid (pyrrolidine-1-carbothioyl)-amide). The yield is 109.6%. RXN SMILES: [CH3:1][C:2]([CH3:9])=[CH:3][C:4]([N:6]=[C:7]=[S:8])=[O:5].[NH:10]1[CH2:14][CH2:13][CH2:12][CH2:11]1>C1C=CC=CC=1>[N:10]1([C:7]([NH:6][C:4](=[O:5])[CH:3]=[C:2]([CH3:9])[CH3:1])=[S:8])[CH2:14][CH2:13][CH2:12][CH2:11]1. Procedure details: To a solution of 3-methylbut-2-enoyl isothiocyanate (500 mg, 3.54 mmol, Eq: 1.00) in benzene (10.0 ml) was added a solution of pyrrolidine (252 mg, 293 μl, 3.54 mmol, Eq: 1.00) in benzene (5.00 ml). The mixture was stirred for 30 minutes. The solvent was evaporated affording 3-methyl-but-2-enoic acid (pyrrolidine-1-carbothioyl)-amide (824 mg/110%) as a light yellow solid. MS: m/e=213.1 (M+H+) The reactants are C1CCOC1, [Li]C, O=C(O)c1ccnc(Cl)c1, O. Yields the product CC(=O)c1ccnc(Cl)c1. Reaction SMILES: [CH2:14]1[O:15][CH2:16][CH2:17][CH2:18]1.[CH3:11][Li:12].[Cl:1][c:2]1[cH:3][c:4]([C:5](=[O:6])[OH:7])[cH:8][cH:9][n:10]1.[OH2:13]>>[Cl:1][c:2]1[cH:3][c:4]([C:5](=[O:7])[CH3:11])[cH:8][cH:9][n:10]1.